This data is from the Open Reaction Database (ORD), a public repository of structured organic reaction records. The task is: describe an organic reaction: reactants, conditions, products, and yield Reactants: ClCCCl, ClCCl, Cc1cc(N)ccc1O, O=C(O)c1cccc(C(F)(F)F)c1. Product: Cc1cc(NC(=O)c2cccc(C(F)(F)F)c2)ccc1O. RXN SMILES: [CH2:23]([Cl:24])[CH2:25][Cl:26].[Cl:27][CH2:28][Cl:29].[NH2:14][c:15]1[cH:16][c:17]([CH3:22])[c:18]([OH:21])[cH:19][cH:20]1.[OH:1][C:2](=[O:3])[c:4]1[cH:5][cH:6][cH:7][c:8]([C:10]([F:11])([F:12])[F:13])[cH:9]1>>[C:2](=[O:3])([c:4]1[cH:5][cH:6][cH:7][c:8]([C:10]([F:11])([F:12])[F:13])[cH:9]1)[NH:14][c:15]1[cH:16][c:17]([CH3:22])[c:18]([OH:21])[cH:19][cH:20]1. Starting materials: CI (methyl iodide), C(C)(C)(C)OC(=O)N1C[C@H]2CC3=CC=C(N=C3N2[C@@H](C1)C)CCCO ((4R,9aR)-6-(3-hydroxy-propyl)-4-methyl-3,4,9,9a-tetrahydro-1H-2,4a,5-triaza-fluorene-2-carboxylic acid tert-butyl ester), [H-].[Na+] (sodium hydride), CI (methyl iodide), O (water). Solvent: O1CCCC1 (tetrahydrofuran). Run at time 8 hour. Product: C(C)(C)(C)OC(=O)N1C[C@H]2CC3=CC=C(N=C3N2[C@@H](C1)C)CCCOC ((4R,9aR)-6-(3-Methoxy-propyl)-4-methyl-3,4,9,9a-tetrahydro-1H-2,4a,5-triaza-fluorene-2-carboxylic acid tert-butyl ester). Yield: 73.9%. Reaction SMILES: [C:1]([O:5][C:6]([N:8]1[CH2:20][C@@H:19]([CH3:21])[N:18]2[C@H:10]([CH2:11][C:12]3[C:17]2=[N:16][C:15]([CH2:22][CH2:23][CH2:24][OH:25])=[CH:14][CH:13]=3)[CH2:9]1)=[O:7])([CH3:4])([CH3:3])[CH3:2].[H-].[Na+].[CH3:28]I.O>O1CCCC1>[C:1]([O:5][C:6]([N:8]1[CH2:20][C@@H:19]([CH3:21])[N:18]2[C@H:10]([CH2:11][C:12]3[C:17]2=[N:16][C:15]([CH2:22][CH2:23][CH2:24][O:25][CH3:28])=[CH:14][CH:13]=3)[CH2:9]1)=[O:7])([CH3:3])([CH3:2])[CH3:4] |f:1.2|. Procedure details: A solution of 160.0 mg (0.46 mmol) (4R,9aR)-6-(3-hydroxy-propyl)-4-methyl-3,4,9,9a-tetrahydro-1H-2,4a,5-triaza-fluorene-2-carboxylic acid tert-butyl ester in 4 ml tetrahydrofuran was cooled to 0 deg C. and treated with 24.0 mg (0.51 mmol, 60% dispersion in mineral oil) sodium hydride. After 30 min 32 μl (0.51 mmol) methyl iodide was added and the cooling bath was removed. After 6 h another 0.64 μl (1.02 mmol) methyl iodide was added and the reaction was stirred overnight. The reaction mixture wa...